Dataset: the Open Reaction Database (ORD), a public repository of structured organic reaction records. Task: describe an organic reaction: reactants, conditions, products, and yield Reactants: C(C)(C)(C)OC(=O)N1CC(CC1)NC(=O)C=1SC=CC1NC1=C2C(=NC=C1)NC=C2 (3-{[3-(1H-Pyrrolo[2,3-b]pyridin-4-ylamino)-thiophene-2-carbonyl]-amino}-pyrrolidine-1-carboxylic acid tert-butyl ester), C1(=CCCCC1)CCN (2-(1-cyclohexenyl)ethylamine). The product is C1(=CCCCC1)CCNC(=O)C=1SC=CC1NC1=C2C(=NC=C1)NC=C2 (3-(1H-Pyrrolo[2,3-b]pyridin-4-ylamino)-thiophene-2-carboxylic acid (2-cyclohex-1-enyl-ethyl)-amide). RXN SMILES: C(OC(N1[CH2:12][CH2:11][CH:10]([NH:13][C:14]([C:16]2[S:17][CH:18]=[CH:19][C:20]=2[NH:21][C:22]2[CH:27]=[CH:26][N:25]=[C:24]3[NH:28][CH:29]=[CH:30][C:23]=23)=[O:15])C1)=O)(C)(C)C.[C:31]1(CCN)[CH2:36][CH2:35]C[CH2:33][CH:32]=1>>[C:12]1([CH2:11][CH2:10][NH:13][C:14]([C:16]2[S:17][CH:18]=[CH:19][C:20]=2[NH:21][C:22]2[CH:27]=[CH:26][N:25]=[C:24]3[NH:28][CH:29]=[CH:30][C:23]=23)=[O:15])[CH2:35][CH2:36][CH2:31][CH2:32][CH:33]=1. Procedure: This compound was prepared in an analogous manner as 3-{[3-(1H-Pyrrolo[2,3-b]pyridin-4-ylamino)-thiophene-2-carbonyl]-amino}-pyrrolidine-1-carboxylic acid tert-butyl ester using 2-(1-cyclohexenyl)ethylamine instead of 1-BOC-3-aminopyrrolidine. LCMS (ESI) 367 (M+H) 1H NMR (400 MHz, DMSO-d6) δ ppm 11.51 (1H, br. s.) 10.20 (1H, s) 7.94-8.06 (2H, m) 7.76 (1H, d, J=5.37 Hz) 7.44 (1H, d, J=5.37 Hz) 7.30 (1H, dd, J=3.37, 2.49 Hz) 6.77 (1H, d, J=5.37 Hz) 6.43 (1H, dd, J=3.47, 1.90 Hz) 5.37 (1H, br. s.) ... The reactants are C1=CC=C(C=C1)P(C2=CC=CC=C2)C3=C(C4=CC=CC=C4C=C3)C5=C(C=CC6=CC=CC=C65)P(C7=CC=CC=C7)C8=CC=CC=C8 ((S)-(−)-2,2′-bis(diphenylphosphino)-1,1′-binaphthyl), CC(C)([O-])C.[Na+] (sodium tert-butoxide), polymethylhydrosiloxane, C(C)C=1C(CC(C1)=O)C(=O)OCC (ethyl 2-ethyl-4-oxocyclopent-2-enecarboxylate), C(C)(C)(C)O (tert-butyl alcohol). Reagents/catalysts: [Cu]Cl (copper(I) chloride). Run in C1(=CC=CC=C1)C (toluene), C1(=CC=CC=C1)C (toluene). Conditions: time 15 minute. Yields the product C(C)C1C(CC(C1)=O)C(=O)OCC (ethyl 2-ethyl-4-oxocyclopentanecarboxylate). Reaction SMILES: C1C=CC(P(C2C=CC3C(=CC=CC=3)C=2C2C3C(=CC=CC=3)C=CC=2P(C2C=CC=CC=2)C2C=CC=CC=2)C2C=CC=CC=2)=CC=1.CC(C)([O-])C.[Na+].[CH2:53]([C:55]1[CH:56]([C:61]([O:63][CH2:64][CH3:65])=[O:62])[CH2:57][C:58](=[O:60])[CH:59]=1)[CH3:54].C(O)(C)(C)C>C1(C)C=CC=CC=1.[Cu]Cl>[CH2:53]([CH:55]1[CH2:59][C:58](=[O:60])[CH2:57][CH:56]1[C:61]([O:63][CH2:64][CH3:65])=[O:62])[CH3:54] |f:1.2|. Procedure: In a 1 L round-bottomed jacketed flask, copper(I) chloride (0.679 g, 6.86 mmol), (S)-(−)-2,2′-bis(diphenylphosphino)-1,1′-binaphthyl (4.27 g, 6.86 mmol), and sodium tert-butoxide (0.6.59 g, 6.86 mmol) in toluene (250 mL) were added to give a brown solution. The mixture was stirred at ambient temperature for 15 min after which the solution became brown. The solution was cooled to about 5° C. and polymethylhydrosiloxane (18.29 mL, 274 mmol) was added and the reaction mixture was stirred at about 5...